This data is from the Open Reaction Database (ORD), a public repository of structured organic reaction records. The task is: describe an organic reaction: reactants, conditions, products, and yield Reactants: C(C)(C)(C)OC(=O)N1[C@@H](CC(C1)=NOC)C(=O)O ((2S,4EZ)-1-(tert-butoxycarbonyl)-4-(methoxyimino)-2-pyrrolidinecarboxylic acid), COC1=C(C=CC=C1)C1=CC=C(C=C1)C(=O)O (2′-methoxy[1,1′-biphenyl]-4-carboxylic acid), N[C@H]([C@@H](O)C1=CC=C(C=C1)[N+](=O)[O-])CO ((1S,2S)-2-amino-1-(4-nitrophenyl)-1,3-propanediol). Yields the product O[C@H]([C@H](CO)NC(=O)[C@H]1N(CC(C1)=NOC)C(=O)C1=CC=C(C=C1)C1=C(C=CC=C1)OC)C1=CC=C(C=C1)[N+](=O)[O-] ((2S,4EZ)-N-[(1S,2S)-2-hydroxy-1-(hydroxymethyl)-2-(4-nitrophenyl)ethyl]-4-(methoxyimino)-1-[(2′-methoxy[1,1′-biphenyl]-4-yl)carbonyl]-2-pyrrolidinecarboxamide). As a reaction SMILES: C(O[C:6]([N:8]1[CH2:12][C:11](=[N:13][O:14][CH3:15])[CH2:10][C@H:9]1[C:16]([OH:18])=O)=[O:7])(C)(C)C.[CH3:19][O:20][C:21]1[CH:26]=[CH:25][CH:24]=[CH:23][C:22]=1[C:27]1[CH:32]=[CH:31][C:30](C(O)=O)=[CH:29][CH:28]=1.[NH2:36][C@@H:37]([CH2:49][OH:50])[C@H:38]([C:40]1[CH:45]=[CH:44][C:43]([N+:46]([O-:48])=[O:47])=[CH:42][CH:41]=1)[OH:39]>>[OH:39][C@@H:38]([C:40]1[CH:45]=[CH:44][C:43]([N+:46]([O-:48])=[O:47])=[CH:42][CH:41]=1)[C@@H:37]([NH:36][C:16]([C@@H:9]1[CH2:10][C:11](=[N:13][O:14][CH3:15])[CH2:12][N:8]1[C:6]([C:30]1[CH:29]=[CH:28][C:27]([C:22]2[CH:23]=[CH:24][CH:25]=[CH:26][C:21]=2[O:20][CH3:19])=[CH:32][CH:31]=1)=[O:7])=[O:18])[CH2:49][OH:50]. Procedure: Following the general method as outlined in Example 22, starting from (2S,4EZ)-1-(tert-butoxycarbonyl)-4-(methoxyimino)-2-pyrrolidinecarboxylic acid, 2′-methoxy[1,1′-biphenyl]-4-carboxylic acid, and (1S,2S)-2-amino-1-(4-nitrophenyl)-1,3-propanediol, the title compound was obtained in 61% purity by HPLC. MS(ESI+): m/z=563.